Dataset: the Open Reaction Database (ORD), a public repository of structured organic reaction records. Task: describe an organic reaction: reactants, conditions, products, and yield The reactants are O[C@H](C)[C@@H]1[C@@H]2N(C(=C([C@@H]2C)S\C=C/C2=C(N=CS2)CO)C(=O)[O-])C1=O.[Na+] (sodium (1R,5S,6S)-6-((1R)-1-hydroxyethyl)-2-[[(Z)-2-(4-hydroxymethylthiazol-5-yl)ethen-1-yl]thio]-1-methyl-1-carbapen-2-em-3-carboxylate), C1(CCCCC1)OC(=O)OCI (cyclohexyloxycarbonyloxymethyl iodide). The product is O[C@H](C)[C@@H]1[C@@H]2N(C(=C([C@@H]2C)S\C=C/C2=C(N=CS2)CO)C(=O)OCOC(=O)OC2CCCCC2)C1=O (Cyclohexyloxycarbonyloxymethyl (1R,5S,6S)-6-((1R)-1-hydroxyethyl)-2-[[(Z)-2-(4-hydroxymethylthiazol-5-yl)ethen-1-yl]thio]-1-methyl-1-carbapen-2-em-3-carboxylate). The yield is 74.7%. Reaction SMILES: [OH:1][C@@H:2]([C@H:4]1[C:24](=[O:25])[N:6]2[C:7]([C:21]([O-:23])=[O:22])=[C:8]([S:11]/[CH:12]=[CH:13]\[C:14]3[S:18][CH:17]=[N:16][C:15]=3[CH2:19][OH:20])[C@H:9]([CH3:10])[C@H:5]12)[CH3:3].[Na+].[CH:27]1([O:33][C:34]([O:36][CH2:37]I)=[O:35])[CH2:32][CH2:31][CH2:30][CH2:29][CH2:28]1>>[OH:1][C@@H:2]([C@H:4]1[C:24](=[O:25])[N:6]2[C:7]([C:21]([O:23][CH2:37][O:36][C:34]([O:33][CH:27]3[CH2:32][CH2:31][CH2:30][CH2:29][CH2:28]3)=[O:35])=[O:22])=[C:8]([S:11]/[CH:12]=[CH:13]\[C:14]3[S:18][CH:17]=[N:16][C:15]=3[CH2:19][OH:20])[C@H:9]([CH3:10])[C@H:5]12)[CH3:3] |f:0.1|. Reported procedure: In the same manner as in Example 81, 372 mg of the title compound was prepared from 374 mg of sodium (1R,5S,6S)-6-((1R)-1-hydroxyethyl)-2-[[(Z)-2-(4-hydroxymethylthiazol-5-yl)ethen-1-yl]thio]-1-methyl-1-carbapen-2-em-3-carboxylate and 336 mg of cyclohexyloxycarbonyloxymethyl iodide. Starting materials: S1C2=C(C=C1C=O)SC=C2 (thieno[3,2-b]thiophene-2-carboxaldehyde), C(CO)O (ethylene glycol). Run in C1=CC=CC=C1 (benzene). Procedure details: A mixture of thieno[3,2-b]thiophene-2-carboxaldehyde (8) (23.30 g., 138.5 mmole); ethylene glycol (31 mL., 34.39 g., 554.0 mmole); pyridinium tosylate (2.5 g., 10 mmole); and benzene (200 mL) was stirred and refluxed and the water (3.2 mL) was removed by a Dean-Stark trap (~4 hours). The reaction was cooled to room temperature, extracted with water three times and then with a saturated solution of sodium bicarbonate. The organic layer was dried (MgSO4), filtered, and the solvent was evaporated t... Yield: 84.1%. The reagents and catalysts are S(=O)(=O)([O-])C1=CC=C(C)C=C1.[NH+]1=CC=CC=C1 (pyridinium tosylate). Yields the product O1C(OCC1)C1=CC2=C(S1)C=CS2 (2-(2-dioxolanyl)thieno[3.2-b]thiophene). As a reaction SMILES: [S:1]1[C:5]([CH:6]=[O:7])=[CH:4][C:3]2[S:8][CH:9]=[CH:10][C:2]1=2.[CH2:11](O)[CH2:12][OH:13]>S(C1C=CC(C)=CC=1)([O-])(=O)=O.[NH+]1C=CC=CC=1.C1C=CC=CC=1>[O:7]1[CH2:11][CH2:12][O:13][CH:6]1[C:5]1[S:1][C:2]2[CH:10]=[CH:9][S:8][C:3]=2[CH:4]=1 |f:2.3|. Starting materials: FC(C(=O)[O-])(F)F.FC1=C(C(=O)N2CC[NH2+]CCC2)C=C(C=C1)CC1=CNC(C=2N1C=CC2)=O (4-{2-fluoro-5-[(1-oxo-1,2-dihydropyrrolo[1,2-a]pyrazin-4-yl)methyl]benzoyl}-1,4-diazepan-1-ium trifluoroacetate), TEA, C=O (formaldehyde), NaBH3(CN), CC(=O)[O-].[Na+] (NaOAc). The solvent is CC#N (MeCN), O (H2O), CO (MeOH). Reaction conditions: time 8 hour. The product is FC(C(=O)[O-])(F)F.FC1=C(C(=O)N2CC[NH+](CCC2)C)C=C(C=C1)CC1=CNC(C=2N1C=CC2)=O (4-{2-Fluoro-5-[(1-oxo-1,2-dihydropyrrolo[1,2-a]pyrazin-4-yl)methyl]benzoyl}-1-methyl-1,4-diazepan-1-ium trifluoroacetate). RXN SMILES: [F:1][C:2]([F:7])([F:6])[C:3]([O-:5])=[O:4].[F:8][C:9]1[CH:23]=[CH:22][C:21]([CH2:24][C:25]2[N:30]3[CH:31]=[CH:32][CH:33]=[C:29]3[C:28](=[O:34])[NH:27][CH:26]=2)=[CH:20][C:10]=1[C:11]([N:13]1[CH2:19][CH2:18][CH2:17][NH2+:16][CH2:15][CH2:14]1)=[O:12].C=O.[CH3:37]C([O-])=O.[Na+]>CO.O.CC#N>[F:1][C:2]([F:7])([F:6])[C:3]([O-:5])=[O:4].[F:8][C:9]1[CH:23]=[CH:22][C:21]([CH2:24][C:25]2[N:30]3[CH:31]=[CH:32][CH:33]=[C:29]3[C:28](=[O:34])[NH:27][CH:26]=2)=[CH:20][C:10]=1[C:11]([N:13]1[CH2:19][CH2:18][CH2:17][NH+:16]([CH3:37])[CH2:15][CH2:14]1)=[O:12] |f:0.1,3.4,8.9|. Procedure: To a solution of Example 1 in MeOH (0.1 M) was added TEA (2 eq), formaldehyde (5 eq), NaBH3(CN) (1.6 eq) and NaOAc (2.8 eq). The mixture was stirred overnight at RT and then the solvent was removed under reduced pressure and the product was isolated by purification at prep RP-HPLC using H2O (+0.1% TFA) and MeCN (+0.1% TFA) as eluents (C18 column). The desired fractions were lyophilized to afford the title compound. 1H NMR (600 MHz, DMSO-d6+TFA) (one major rotamer described) δ: 10.56-10.49 (1H, m...